This data is from the Open Reaction Database (ORD), a public repository of structured organic reaction records. The task is: describe an organic reaction: reactants, conditions, products, and yield RXN SMILES: [NH2:1][C:2]([N:9]1[CH2:13][CH2:12][CH2:11][CH2:10]1)=[C:3]([C:7]#[N:8])[C:4](=[S:6])[NH2:5].OO>>[NH2:5][C:4]1[S:6][N:1]=[C:2]([N:9]2[CH2:13][CH2:12][CH2:11][CH2:10]2)[C:3]=1[C:7]#[N:8]. Procedure: Using the procedure of Example I, part F, 81.7 g of 3-amino-2-cyano-3-(1-pyrrolidinyl)propenethioamide were oxidized with 48 ml of 30% hydrogen peroxide to give 71.2 g of 5-amino-4-cyano-3-(1-pyrrolidinyl)isothiazole, m.p. 198°. The nmr spectrum was consistent with the assigned structure. The product is NC1=C(C(=NS1)N1CCCC1)C#N (5-amino-4-cyano-3-(1-pyrrolidinyl)isothiazole). The yield is 88.1%. The reactants are NC(=C(C(N)=S)C#N)N1CCCC1 (3-amino-2-cyano-3-(1-pyrrolidinyl)propenethioamide), OO (hydrogen peroxide). Reactants: BrCC1CCOC1, O=C([O-])[O-], CCCCOc1nc(N)c2nc(OC)[nH]c2n1, CN(C)C=O, O=C(O)C(F)(F)F, [K+], [K+]. Product: CCCCOc1nc(N)c2nc(OC)n(CC3CCOC3)c2n1. As a reaction SMILES: [Br:31][CH2:32][CH:33]1[CH2:34][O:35][CH2:36][CH2:37]1.[C:25](=[O:26])([O-:27])[O-:28].[CH2:8]([CH2:9][CH2:10][CH3:11])[O:12][c:13]1[n:14][c:15]([NH2:24])[c:16]2[n:17][c:18]([O:22][CH3:23])[nH:19][c:20]2[n:21]1.[CH3:38][N:39]([CH3:40])[CH:41]=[O:42].[F:1][C:2]([F:3])([F:4])[C:5]([OH:6])=[O:7].[K+:29].[K+:30]>>[CH2:8]([CH2:9][CH2:10][CH3:11])[O:12][c:13]1[n:14][c:15]([NH2:24])[c:16]2[n:17][c:18]([O:22][CH3:23])[n:19]([CH2:32][CH:33]3[CH2:34][O:35][CH2:36][CH2:37]3)[c:20]2[n:21]1. The reactants are COC(=O)c1ccc(C(=O)NN)cc1Br, CC(=O)c1csc(-c2ccc(C(C)(C)C)cc2)c1O. Yields the product COC(=O)c1ccc(C(=O)NN=C(C)c2csc(-c3ccc(C(C)(C)C)cc3)c2O)cc1Br. As a reaction SMILES: [Br:20][c:21]1[c:22]([C:23](=[O:24])[O:25][CH3:26])[cH:27][cH:28][c:29]([C:31](=[O:32])[NH:33][NH2:34])[cH:30]1.[C:1]([CH3:2])([CH3:3])([CH3:4])[c:5]1[cH:6][cH:7][c:8](-[c:11]2[s:12][cH:13][c:14]([C:17](=[O:18])[CH3:19])[c:15]2[OH:16])[cH:9][cH:10]1>>[C:1]([CH3:2])([CH3:3])([CH3:4])[c:5]1[cH:6][cH:7][c:8](-[c:11]2[s:12][cH:13][c:14]([C:17]([CH3:19])=[N:34][NH:33][C:31]([c:29]3[cH:28][cH:27][c:22]([C:23](=[O:24])[O:25][CH3:26])[c:21]([Br:20])[cH:30]3)=[O:32])[c:15]2[OH:16])[cH:9][cH:10]1. Product: Nc1ccccc1C1CC1. Reaction SMILES: [CH3:40][C:41]([O:42][C:43](=[O:44])[CH3:45])=[O:46].[CH3:47][CH2:48][OH:49].[CH:1]1([c:4]2[cH:5][cH:6][cH:7][cH:8][cH:9]2)[CH2:2][CH2:3]1.[N+:16]([CH:17]1[CH2:18][CH:19]1[c:20]1[cH:21][cH:22][cH:23][cH:24][cH:25]1)([O-:26])=[O:27].[N+:28]([c:29]1[cH:30][cH:31][c:32]([CH:33]2[CH2:34][CH2:35]2)[cH:36][cH:37]1)([O-:38])=[O:39].[Na+:15].[OH-:14].[OH:10][N+:11](=[O:12])[O-:13]>>[CH:1]1([c:4]2[c:5]([NH2:11])[cH:6][cH:7][cH:8][cH:9]2)[CH2:2][CH2:3]1. Reactants: CC(=O)OC(C)=O, CCO, c1ccc(C2CC2)cc1, O=[N+]([O-])C1CC1c1ccccc1, O=[N+]([O-])c1ccc(C2CC2)cc1, [Na+], [OH-], O=[N+]([O-])O.